This data is from the Open Reaction Database (ORD), a public repository of structured organic reaction records. The task is: describe an organic reaction: reactants, conditions, products, and yield Starting materials: NC=1C=NC2=CC(=CC=C2C1NCC(C)(C)NS(=O)(=O)C)C1=CC=CC=C1 (N-[2-(3-Amino-7-phenylquinolin-4-ylamino)-1,1-dimethylethyl]methanesulfonamide), C(CCC)(OC)(OC)OC (trimethyl orthobutyrate). Yields the product C1(=CC=CC=C1)C=1C=CC=2C3=C(C=NC2C1)N=C(N3CC(C)(C)NS(=O)(=O)C)CCC (N-[2-(7-phenyl-2-propyl-1H-imidazo[4,5-c]quinolin-1-yl)-1,1-dimethylethyl]methanesulfonamide). Isolated yield 81.8%. RXN SMILES: [NH2:1][C:2]1[CH:3]=[N:4][C:5]2[C:10]([C:11]=1[NH:12][CH2:13][C:14]([NH:17][S:18]([CH3:21])(=[O:20])=[O:19])([CH3:16])[CH3:15])=[CH:9][CH:8]=[C:7]([C:22]1[CH:27]=[CH:26][CH:25]=[CH:24][CH:23]=1)[CH:6]=2.[C:28](OC)(OC)(OC)[CH2:29][CH2:30][CH3:31]>>[C:22]1([C:7]2[CH:8]=[CH:9][C:10]3[C:11]4[N:12]([CH2:13][C:14]([NH:17][S:18]([CH3:21])(=[O:20])=[O:19])([CH3:16])[CH3:15])[C:28]([CH2:29][CH2:30][CH3:31])=[N:1][C:2]=4[CH:3]=[N:4][C:5]=3[CH:6]=2)[CH:27]=[CH:26][CH:25]=[CH:24][CH:23]=1. Procedure: N-[2-(3-Amino-7-phenylquinolin-4-ylamino)-1,1-dimethylethyl]methanesulfonamide (2.20 g, 5.04 mmol) was treated with trimethyl orthobutyrate (0.90 mL, 5.5 mmol) according to the method described in Part G of Example 1. The chromatographic purification was carried out eluting with 92.5:7.5 dichloromethane:methanol to provide 1.8 g of N-[2-(7-phenyl-2-propyl-1H-imidazo[4,5-c]quinolin-1-yl)-1,1-dimethylethyl]methanesulfonamide as a tan solid.